This data is from the Open Reaction Database (ORD), a public repository of structured organic reaction records. The task is: describe an organic reaction: reactants, conditions, products, and yield Starting materials: amine, ClC1=C(C=CC(=C1)F)C1=C2CCC(N(C2=CC(=C1)O)C1=C(C=CC=C1Cl)Cl)=O (5-(2-chloro4-fluorophenyl)-1-(2,6-dichlorophenyl)-3,4-dihydro-7-hydroxy-2(1H)-quinolinone), ClC1=C(C=C(C=C1)F)C1=C2CCC(N(C2=CC(=C1)OC)C1=C(C=CC=C1Cl)Cl)=O (5-(2-chloro-5-fluorophenyl)-1-(2,6-dichlorophenyl)-3,4dihydro-7-methoxy-2(1H)-quinolinone), [BH-](OC(=O)C)(OC(=O)C)OC(=O)C.[Na+] (NaB(OAc)3H), ClC1=C(C=C(C=C1)F)C1=C2CCC(N(C2=CC(=C1)OC)C1=C(C=CC=C1Cl)Cl)=O (5-(2-chloro-5-fluorophenyl)-1-(2,6-dichlorophenyl)-3,4dihydro-7-methoxy-2(1H)-quinolinone). The product is ClC1=C(C(=CC=C1)Cl)N1C(CCC2=C(C=C(C=C12)OC)C1=C(C=C(C=C1)F)C)=O (1-(2,6-dichlorophenyl)-3,4-dihydro-5-(4-fluoro-2-methylphenyl)-7-methoxy-2(1H)-quinolinone). RXN SMILES: Cl[C:2]1[CH:7]=[C:6]([F:8])[CH:5]=[CH:4][C:3]=1C1C=C(O)C=C2C=1CCC(=O)N2C1C(Cl)=CC=CC=1Cl.ClC1C=CC(F)=CC=1[C:37]1[CH:46]=[C:45]([O:47][CH3:48])[CH:44]=[C:43]2[C:38]=1[CH2:39][CH2:40][C:41](=[O:57])[N:42]2[C:49]1[C:54]([Cl:55])=[CH:53][CH:52]=[CH:51][C:50]=1[Cl:56].[BH-](OC(C)=O)(OC(C)=O)O[C:60](C)=O.[Na+]>>[Cl:55][C:54]1[CH:53]=[CH:52][CH:51]=[C:50]([Cl:56])[C:49]=1[N:42]1[C:43]2[C:38](=[C:37]([C:3]3[CH:4]=[CH:5][C:6]([F:8])=[CH:7][C:2]=3[CH3:60])[CH:46]=[C:45]([O:47][CH3:48])[CH:44]=2)[CH2:39][CH2:40][C:41]1=[O:57] |f:2.3|. Reported procedure: Compound 9 (COMPOUND DMM-1) was converted to aldehyde 10 via standard Swern reaction. Aldehyde 10 was coupled with amine 11 via NaB(OAc)3H to afford 12. Treatment of 12 with TFA afford 13 (EXAMPLE DMM1). Mass spectrum (ESI) for 13, 573 (M+1). Reactants: ClC1=NC(=CC=C1[N+](=O)[O-])OC (2-chloro-6-methoxy-3-nitropyridine), N1=C(C=CC=C1)NC(C)=O (N-pyridin-2-ylacetamide). Product: COC1=CC=C2C(=N1)N(C(=N2)C)C2=NC=CC=C2 (5-Methoxy-2-methyl-3-pyridin-2-yl-3H-imidazo[4,5-b]pyridine). Isolated yield 26.6%. RXN SMILES: Cl[C:2]1[C:7]([N+:8]([O-])=O)=[CH:6][CH:5]=[C:4]([O:11][CH3:12])[N:3]=1.[N:13]1[CH:18]=[CH:17][CH:16]=[CH:15][C:14]=1[NH:19][C:20](=O)[CH3:21]>>[CH3:12][O:11][C:4]1[N:3]=[C:2]2[N:19]([C:14]3[CH:15]=[CH:16][CH:17]=[CH:18][N:13]=3)[C:20]([CH3:21])=[N:8][C:7]2=[CH:6][CH:5]=1. Reported procedure: Method B applied to 2-chloro-6-methoxy-3-nitropyridine (94 mg, 0.5 mmol) and N-pyridin-2-ylacetamide (82 mg, 0.6 mmol) afforded the title compound as viscous oil (32 mg, 27%). 1H NMR (DMSO) δ 2.66 (s, 3H), 3.82 (s, 3H), 6.81 (d, J=8.5Hz, 1H), 7.58 (dd, J=7.6, 4.7Hz, 1H), 7.95 (d, J=7.9Hz, 1H), 8.04 (d, J=8.5Hz, 1H), 8.14 (dd, J=7.9, 7.6Hz, 1H), 8.69 (d, J=4.7Hz, 1H). The reactants are BrC1=NC=C(C=C1NS(=O)(=O)C1=CC=C(C=C1)C(C)(C)C)Cl (N-(2-bromo-5-chloro-pyridin-3-yl)-4-tert-butyl-benzene sulfonamide), [N+](=O)([O-])C=1C=NNC1 (4-nitropyrazole), CN[C@H]1[C@@H](CCCC1)NC (trans-N,N′-dimethyl-cyclohexane-1,2-diamine), C([O-])([O-])=O.[Cs+].[Cs+] (cesium carbonate). The reagents and catalysts are [Cu](I)I (copper iodide). Run in O (water), C(C)(=O)OCC (Ethyl acetate), CN(C(C)=O)C (N,N-dimethylacetamide). Yields the product C(C)(C)(C)C1=CC=C(C=C1)S(=O)(=O)NC=1C(=NC=C(C1)Cl)N1N=CC(=C1)[N+](=O)[O-] (4-tert-butyl-N-[5-chloro-2-(4-nitro-pyrazol-1-yl)-pyridin-3-yl]-benzenesulfonamide). RXN SMILES: Br[C:2]1[C:7]([NH:8][S:9]([C:12]2[CH:17]=[CH:16][C:15]([C:18]([CH3:21])([CH3:20])[CH3:19])=[CH:14][CH:13]=2)(=[O:11])=[O:10])=[CH:6][C:5]([Cl:22])=[CH:4][N:3]=1.[N+:23]([C:26]1[CH:27]=[N:28][NH:29][CH:30]=1)([O-:25])=[O:24].CN[C@@H]1CCCC[C@H]1NC.C(=O)([O-])[O-].[Cs+].[Cs+]>CN(C)C(=O)C.[Cu](I)I.O.C(OCC)(=O)C>[C:18]([C:15]1[CH:16]=[CH:17][C:12]([S:9]([NH:8][C:7]2[C:2]([N:28]3[CH:27]=[C:26]([N+:23]([O-:25])=[O:24])[CH:30]=[N:29]3)=[N:3][CH:4]=[C:5]([Cl:22])[CH:6]=2)(=[O:11])=[O:10])=[CH:13][CH:14]=1)([CH3:21])([CH3:20])[CH3:19] |f:3.4.5|. Reported procedure: A solution of N-(2-bromo-5-chloro-pyridin-3-yl)-4-tert-butyl-benzene sulfonamide (534 mg, 1.32 mmol), 4-nitropyrazole (224 mg, 1.98 mmol), trans-N,N′-dimethyl-cyclohexane-1,2-diamine (42 μL, 0.264 mmol), copper iodide (51 mg, 0.264 mmol), and cesium carbonate (903 mg, 2.77 mmol) in 5 mL of N,N-dimethylacetamide was heated at 130° C. for 2 hours. Ethyl acetate and water were added and the layers were separated. The organic layer was washed with brine, dried over magnesium sulfate, filtered, and c... Starting materials: FC=1C=C(CCC(=O)OCC)C=CC1N (ethyl 3-fluoro-4-aminohydrocinnamate), C(CCCCCCCCCCCCCCC)Br (hexadecyl bromide). The product is FC=1C=C(CCC(=O)OCC)C=CC1NCCCCCCCCCCCCCCCC (ethyl 3-fluoro-4-(hexadecylamino)hydrocinnamate). As a reaction SMILES: [F:1][C:2]1[CH:3]=[C:4]([CH:12]=[CH:13][C:14]=1[NH2:15])[CH2:5][CH2:6][C:7]([O:9][CH2:10][CH3:11])=[O:8].[CH2:16](Br)[CH2:17][CH2:18][CH2:19][CH2:20][CH2:21][CH2:22][CH2:23][CH2:24][CH2:25][CH2:26][CH2:27][CH2:28][CH2:29][CH2:30][CH3:31]>>[F:1][C:2]1[CH:3]=[C:4]([CH:12]=[CH:13][C:14]=1[NH:15][CH2:31][CH2:30][CH2:29][CH2:28][CH2:27][CH2:26][CH2:25][CH2:24][CH2:23][CH2:22][CH2:21][CH2:20][CH2:19][CH2:18][CH2:17][CH3:16])[CH2:5][CH2:6][C:7]([O:9][CH2:10][CH3:11])=[O:8]. Reported procedure: In a manner directly analogous to that described in Example 9, ethyl 3-fluoro-4-aminohydrocinnamate is alkylated with hexadecyl bromide to form ethyl 3-fluoro-4-(hexadecylamino)hydrocinnamate. Subsequently, in a manner directly analogous to that described in Example 10, ethyl 3-fluoro-4-(hexadecylamino)hydrocinnamate is hydrolyzed to 3-fluoro-4-(hexadecylamino)hydrocinnamic acid.